Dataset: the Open Reaction Database (ORD), a public repository of structured organic reaction records. Task: describe an organic reaction: reactants, conditions, products, and yield The reactants are FC1=C(C(=CC(=C1F)F)F)NC1=CC=C(C=C1)C (N-(2′,3′,4′6′-tetrafluorophenyl)-4-methylanilin), ClCC(=O)Cl (chloro acetylchloride). Conditions: temperature 90 celsius, time 1.3 hour. Product: FC1=C(C(=CC(=C1F)F)F)N(C1=CC=C(C=C1)C)C(CCl)=O (N-(2′,3′,4′,6′-tetrafluorophenyl)-N-chloroacetyl-4-methylaniline). Isolated yield 92.2%. RXN SMILES: [F:1][C:2]1[C:7]([F:8])=[C:6]([F:9])[CH:5]=[C:4]([F:10])[C:3]=1[NH:11][C:12]1[CH:17]=[CH:16][C:15]([CH3:18])=[CH:14][CH:13]=1.[Cl:19][CH2:20][C:21](Cl)=[O:22]>>[F:1][C:2]1[C:7]([F:8])=[C:6]([F:9])[CH:5]=[C:4]([F:10])[C:3]=1[N:11]([C:21](=[O:22])[CH2:20][Cl:19])[C:12]1[CH:17]=[CH:16][C:15]([CH3:18])=[CH:14][CH:13]=1. Procedure details: The mixture of N-(2′,3′,4′6′-tetrafluorophenyl)-4-methylanilin (0.82 g, 3.2 mmol) and chloro acetylchloride (1.6 g) is heated with stirring to 90° C. under nitrogen for 1.3 h. To destroy excess of the acid chloride, 2-propanol and water (2 ml each) is added and stirring is continued over night at room temperature. After adding toluene (20 ml), the mixture is extracted with sodium bicarbonate and the organic phase is dried with magnesium sulfate and evaporated to dryness. The residue is purified ...